Dataset: the Open Reaction Database (ORD), a public repository of structured organic reaction records. Task: describe an organic reaction: reactants, conditions, products, and yield The reactants are CC(C)(C)OC(=O)N1CCCC1C(=O)Nc1ccc(-c2ccccc2S(C)(=O)=O)cc1Cl, ClCCl, ClC(Cl)Cl, O=C(O)C(F)(F)F. The product is CS(=O)(=O)c1ccccc1-c1ccc(NC(=O)C2CCCN2)c(Cl)c1. As a reaction SMILES: [C:1]([O:2][C:3](=[O:4])[N:8]1[CH:9]([C:13]([NH:14][c:15]2[c:16]([Cl:31])[cH:17][c:18](-[c:21]3[c:22]([S:27](=[O:28])(=[O:29])[CH3:30])[cH:23][cH:24][cH:25][cH:26]3)[cH:19][cH:20]2)=[O:32])[CH2:10][CH2:11][CH2:12]1)([CH3:5])([CH3:6])[CH3:7].[Cl:40][CH2:41][Cl:42].[Cl:43][CH:44]([Cl:45])[Cl:46].[OH:33][C:34]([C:35]([F:36])([F:37])[F:38])=[O:39]>>[NH:8]1[CH:9]([C:13]([NH:14][c:15]2[c:16]([Cl:31])[cH:17][c:18](-[c:21]3[c:22]([S:27](=[O:28])(=[O:29])[CH3:30])[cH:23][cH:24][cH:25][cH:26]3)[cH:19][cH:20]2)=[O:32])[CH2:10][CH2:11][CH2:12]1. The reactants are C1=CN(C=N1)C(=O)N2C=CN=C2 (CDI), N1(C(CCC1)=O)CC(=O)O ((pyrrolidin-2-one-1-yl) acetic acid), O1CCN(CC1)C(=O)CN1CCNCC1 (morpholinocarbonylmethyl piperazine). The solvent is C(Cl)Cl (CH2Cl2). Reaction conditions: time 20 hour. The product is N1(C(CCC1)=O)CC(=O)N1CCN(CC1)CC(=O)N1CCOCC1 (1-[2-(pyrrolidin-2-one-1-yl) acetyl]-4-(morpholinocarbonylmethyl) piperazine). Reaction SMILES: C1N=CN(C(N2C=NC=C2)=O)C=1.[N:13]1([CH2:19][C:20]([OH:22])=O)[CH2:17][CH2:16][CH2:15][C:14]1=[O:18].[O:23]1[CH2:28][CH2:27][N:26]([C:29]([CH2:31][N:32]2[CH2:37][CH2:36][NH:35][CH2:34][CH2:33]2)=[O:30])[CH2:25][CH2:24]1>C(Cl)Cl>[N:13]1([CH2:19][C:20]([N:35]2[CH2:36][CH2:37][N:32]([CH2:31][C:29]([N:26]3[CH2:25][CH2:24][O:23][CH2:28][CH2:27]3)=[O:30])[CH2:33][CH2:34]2)=[O:22])[CH2:17][CH2:16][CH2:15][C:14]1=[O:18]. Reported procedure: CDI (2.43 g, 0.015 moles) was added to 1.72 g (0.012 moles) of (pyrrolidin-2-one-1-yl) acetic acid in 40 ml of CH2Cl2 under stirring and after one hour morpholinocarbonylmethyl piperazine 2.56 g, 0.012 moles) was added. The solution was kept under stirring for 20 hours at room temperature, the solvent was then evaporated and the residue chromatographed on silica gel using CHCl3 --MeOH as eluant, ratio 95:5. Starting materials: O=C(O)c1cc(Br)c(F)c(F)c1Nc1ccccc1F, C1CCOC1, CCCCCC, CO. Yields the product COC(=O)c1cc(Br)c(F)c(F)c1Nc1ccccc1F. As a reaction SMILES: [Br:1][c:2]1[c:3]([F:20])[c:4]([F:19])[c:5]([NH:11][c:12]2[c:13]([F:18])[cH:14][cH:15][cH:16][cH:17]2)[c:6]([C:7](=[O:8])[OH:9])[cH:10]1.[CH2:27]1[O:28][CH2:29][CH2:30][CH2:31]1.[CH3:21][CH2:22][CH2:23][CH2:24][CH2:25][CH3:26].[CH3:32][OH:33]>>[Br:1][c:2]1[c:3]([F:20])[c:4]([F:19])[c:5]([NH:11][c:12]2[c:13]([F:18])[cH:14][cH:15][cH:16][cH:17]2)[c:6]([C:7](=[O:8])[O:9][CH3:21])[cH:10]1. Reactants: C(C)OC=1N=C(C=2C(N1)=CSC2)OCC (2,4-diethoxy-thieno[3,4-d]pyrimidine), C(CC)N (n-propylamine). Run in C(C)O (ethyl alcohol). Product: C(C)OC=1N=C(C=2C(N1)=CSC2)NCCC (2-ethoxy-4-n-propylamino-thieno[3,4-d]pyrimidine). RXN SMILES: [CH2:1]([O:3][C:4]1[N:5]=[C:6](OCC)[C:7]2[C:8](=[CH:10][S:11][CH:12]=2)[N:9]=1)[CH3:2].[CH2:16]([NH2:19])[CH2:17][CH3:18]>C(O)C>[CH2:1]([O:3][C:4]1[N:5]=[C:6]([NH:19][CH2:16][CH2:17][CH3:18])[C:7]2[C:8](=[CH:10][S:11][CH:12]=2)[N:9]=1)[CH3:2]. Reported procedure: A solution of 2.3 g (0.01 mole) of 2,4-diethoxy-thieno[3,4-d]pyrimidine and 3.6 g (0.06 mole) of n-propylamine in 50 ml absolute ethyl alcohol is heated under reflux for 10 hours. The solution is then evaporated to dryness. The solid is drained off, washed with water and dried. After recrystallization from toluene, 14 g (59% of theory) of 2-ethoxy-4-n-propylamino-thieno[3,4-d]pyrimidine are obtained. M.P. 140°-142°C. The reactants are NO, O=C(O)CC1CCc2ccccc2NC1=O. Product: O=C(CC1CCc2ccccc2NC1=O)NO. As a reaction SMILES: [NH2:17][OH:18].[O:1]=[C:2]1[CH:3]([CH2:13][C:14](=[O:15])[OH:16])[CH2:4][CH2:5][c:6]2[c:7]([cH:9][cH:10][cH:11][cH:12]2)[NH:8]1>>[O:1]=[C:2]1[CH:3]([CH2:13][C:14](=[O:16])[NH:17][OH:18])[CH2:4][CH2:5][c:6]2[c:7]([cH:9][cH:10][cH:11][cH:12]2)[NH:8]1. Reactants: ClC1=CC=C(CS[C@H]2CO[C@@H](OC2)\C(=C\C2=CC=C(C=C2)C(F)(F)F)\C)C=C1 (trans-5-[(4-chlorobenzyl)thio]-2-[(E)-1-methyl-2-[4-(trifluoromethyl)phenyl]vinyl]-1,3-dioxane), ClC1=CC(=CC=C1)C(=O)OO (m-chloroperbenzoic acid). The solvent is C(Cl)Cl (methylene chloride). Run at time 15 minute. Yields the product ClC1=CC=C(CS(=O)[C@H]2CO[C@@H](OC2)\C(=C\C2=CC=C(C=C2)C(F)(F)F)\C)C=C1 (Trans-5-[(4-chlorobenzyl)sulfinyl]-2-[(E)-1-methyl-2-[4-(trifluoromethyl)phenyl]vinyl]-1,3-dioxane). The yield is 83.0%. As a reaction SMILES: [Cl:1][C:2]1[CH:28]=[CH:27][C:5]([CH2:6][S:7][C@@H:8]2[CH2:13][O:12][C@@H:11](/[C:14](/[CH3:26])=[CH:15]/[C:16]3[CH:21]=[CH:20][C:19]([C:22]([F:25])([F:24])[F:23])=[CH:18][CH:17]=3)[O:10][CH2:9]2)=[CH:4][CH:3]=1.ClC1C=CC=C(C(OO)=[O:37])C=1>C(Cl)Cl>[Cl:1][C:2]1[CH:3]=[CH:4][C:5]([CH2:6][S:7]([C@@H:8]2[CH2:9][O:10][C@@H:11](/[C:14](/[CH3:26])=[CH:15]/[C:16]3[CH:21]=[CH:20][C:19]([C:22]([F:24])([F:23])[F:25])=[CH:18][CH:17]=3)[O:12][CH2:13]2)=[O:37])=[CH:27][CH:28]=1. Procedure details: In 10 ml of methylene chloride were dissolved 382 mg (0.89 mmol) of trans-5-[(4-chlorobenzyl)thio]-2-[(E)-1-methyl-2-[4-(trifluoromethyl)phenyl]vinyl]-1,3-dioxane, and 188 mg (0.92 mmol) of m-chloroperbenzoic acid (purity: 85%) were added to the solution, followed by stirring of the resulting mixture for 15 minutes. The reaction mixture was washed with an aqueous sodium hydrogencarbonate solution and the solid obtained by evaporation of the solvent was washed with a mixed solvent of ethyl acetat...